From a dataset of the Open Reaction Database (ORD), a public repository of structured organic reaction records. describe an organic reaction: reactants, conditions, products, and yield Reactants: CC#N (CH3CN), C(C)(C)(C)OC(=O)N(S(=O)(=O)C)C1=CC=C(CN(CC(=O)O)C)C=C1 (2-((4-(N-(tert-butoxycarbonyl)methylsulfonamido)benzyl)-(methyl)amino)acetic acid), ClC=1C=[N+](C=C(C1C[C@H](O)C1=CC(=C(C=C1)OC(F)F)OCC1CC1)Cl)[O-] ((S)-3,5-dichloro-4-(2-(3-(cyclopropylmethoxy)-4-(difluoromethoxy)phenyl)-2-hydroxyethyl)pyridine 1-oxide), C(CCl)Cl (EDC). Reagents/catalysts: CN(C)C=1C=CN=CC1 (DMAP). The solvent is CN(C)C=O (DMF), C(Cl)Cl (DCM), C(Cl)Cl (DCM). Reaction conditions: time 30 minute. Yields the product C(C)(C)(C)OC(=O)N(S(=O)(=O)C)C1=CC=C(CN(CC(=O)O[C@@H](CC2=C(C=[N+](C=C2Cl)[O-])Cl)C2=CC(=C(C=C2)OC(F)F)OCC2CC2)C)C=C1 ((S)-4-(2-(2-((4-(N-(tert-butoxycarbonyl)-methylsulfonamido)benzyl)(methyl)amino)acetoxy)-2-(3-(cyclopropylmethoxy)-4-(difluoromethoxy)phenyl)ethyl)-3,5-dichloropyridine 1-oxide). Yield: 39.3%. As a reaction SMILES: [C:1]([O:5][C:6]([N:8]([C:13]1[CH:25]=[CH:24][C:16]([CH2:17][N:18]([CH3:23])[CH2:19][C:20]([OH:22])=[O:21])=[CH:15][CH:14]=1)[S:9]([CH3:12])(=[O:11])=[O:10])=[O:7])([CH3:4])([CH3:3])[CH3:2].[Cl:26][C:27]1[CH:28]=[N+:29]([O-:52])[CH:30]=[C:31]([Cl:51])[C:32]=1[CH2:33][C@@H:34]([C:36]1[CH:41]=[CH:40][C:39]([O:42][CH:43]([F:45])[F:44])=[C:38]([O:46][CH2:47][CH:48]2[CH2:50][CH2:49]2)[CH:37]=1)O.C(Cl)CCl.CC#N>CN(C1C=CN=CC=1)C.C(Cl)Cl.CN(C=O)C>[C:1]([O:5][C:6]([N:8]([C:13]1[CH:14]=[CH:15][C:16]([CH2:17][N:18]([CH3:23])[CH2:19][C:20]([O:22][C@H:34]([C:36]2[CH:41]=[CH:40][C:39]([O:42][CH:43]([F:44])[F:45])=[C:38]([O:46][CH2:47][CH:48]3[CH2:49][CH2:50]3)[CH:37]=2)[CH2:33][C:32]2[C:31]([Cl:51])=[CH:30][N+:29]([O-:52])=[CH:28][C:27]=2[Cl:26])=[O:21])=[CH:24][CH:25]=1)[S:9]([CH3:12])(=[O:11])=[O:10])=[O:7])([CH3:4])([CH3:2])[CH3:3]. Reported procedure: A mixture of 2-((4-(N-(tert-butoxycarbonyl)methylsulfonamido)benzyl)-(methyl)amino)acetic acid (0.398 g, 1.069 mmol), (S)-3,5-dichloro-4-(2-(3-(cyclopropylmethoxy)-4-(difluoromethoxy)phenyl)-2-hydroxyethyl)pyridine 1-oxide (0.345 g, 0.822 mmol), EDC (0.473 g, 2.466 mmol), and DMAP (0.151 g, 1.233 mmol) in DCM was stirred at RT for 30 minutes. CH3CN (10 ml) and DMF (5 ml) were added to dissolve insoluble residue, and the mixture was stirred at RT for 2 days. The mixture was diluted with DCM and w... Reactants: C[Si](C)(C)Cl (Trimethylsilyl chloride), COC=1C=C(C=CC1)CC(=O)O (3-methoxyphenylacetic acid). Run in CO (methanol). Run at time 17.25 hour. The product is COC=1C=C(C=CC1)CC(=O)OC (methyl 3-methoxyphenylacetate). Yield: 95.9%. Reaction SMILES: [CH3:1][Si](Cl)(C)C.[CH3:6][O:7][C:8]1[CH:9]=[C:10]([CH2:14][C:15]([OH:17])=[O:16])[CH:11]=[CH:12][CH:13]=1>CO>[CH3:6][O:7][C:8]1[CH:9]=[C:10]([CH2:14][C:15]([O:17][CH3:1])=[O:16])[CH:11]=[CH:12][CH:13]=1. Procedure details: Trimethylsilyl chloride (182 g, 1.68 mol) was added dropwise to a solution of 3-methoxyphenylacetic acid (127 g, 0.77 mol) in methanol (1.0 L) over 1.1 hours. The reaction was stirred at room temperature for 17.25 hours, concentrated in vacuo, dissolved in ethyl acetate, dried over MgSO4, and concentrated in vacuo, to give a brown oil (133 g, 97%): 1H NMR (CDCl3/300 MHz) 7.24 (t, 1H, J=7.5 Hz), 6.83 (m, 3H), 3.80 (s, 3H), 3.69 (s, 3H), 3.60 (s, 2H). Reactants: C1CCOC1, Cc1c(S(=O)(=O)Cl)sc2ccc(Cl)cc12, [H-], COC(=O)c1ccc(N)c(S(C)(=O)=O)c1, [Na+], CN(C)C=O. Yields the product COC(=O)c1ccc(NS(=O)(=O)c2sc3ccc(Cl)cc3c2C)c(S(C)(=O)=O)c1. As a reaction SMILES: [CH2:1]1[O:2][CH2:3][CH2:4][CH2:5]1.[Cl:23][c:24]1[cH:25][c:26]2[c:27]([s:28][c:29]([S:32](=[O:33])(=[O:34])[Cl:35])[c:30]2[CH3:31])[cH:36][cH:37]1.[H-:21].[NH2:6][c:7]1[c:8]([S:17](=[O:18])(=[O:19])[CH3:20])[cH:9][c:10]([C:11](=[O:12])[O:13][CH3:14])[cH:15][cH:16]1.[Na+:22].[O:38]=[CH:39][N:40]([CH3:41])[CH3:42]>>[NH:6]([c:7]1[c:8]([S:17](=[O:18])(=[O:19])[CH3:20])[cH:9][c:10]([C:11](=[O:12])[O:13][CH3:14])[cH:15][cH:16]1)[S:32]([c:29]1[s:28][c:27]2[c:26]([cH:25][c:24]([Cl:23])[cH:37][cH:36]2)[c:30]1[CH3:31])(=[O:33])=[O:34]. Reactants: O=C([O-])O, CCN=C=NCCCN(C)C, CN(C)CCCC(=O)O, ClCCl, Cl, Cl, O=C(c1cc(C(F)(F)F)cc(C(F)(F)F)c1)N1CCNCC1Cc1c[nH]c2ccccc12, [Na+], O, On1nnc2ccccc21. Product: CN(C)CCCC(=O)N1CCN(C(=O)c2cc(C(F)(F)F)cc(C(F)(F)F)c2)C(Cc2c[nH]c3ccccc23)C1. As a reaction SMILES: [C:66](=[O:67])([OH:68])[O-:69].[CH3:23][N:24]([CH3:25])[CH2:26][CH2:27][CH2:28][N:29]=[C:30]=[N:31][CH2:32][CH3:33].[CH3:2][N:3]([CH2:4][CH2:5][CH2:6][C:7](=[O:8])[OH:9])[CH3:10].[Cl:71][CH2:72][Cl:73].[ClH:1].[ClH:22].[F:34][C:35]([c:36]1[cH:37][c:38]([C:39](=[O:40])[N:41]2[CH:42]([CH2:47][c:48]3[cH:49][nH:50][c:51]4[cH:52][cH:53][cH:54][cH:55][c:56]34)[CH2:43][NH:44][CH2:45][CH2:46]2)[cH:57][c:58]([C:60]([F:61])([F:62])[F:63])[cH:59]1)([F:64])[F:65].[Na+:70].[OH2:11].[OH:12][n:13]1[c:14]2[cH:15][cH:16][cH:17][cH:18][c:19]2[n:20][n:21]1>>[CH3:2][N:3]([CH2:4][CH2:5][CH2:6][C:7](=[O:8])[N:44]1[CH2:43][CH:42]([CH2:47][c:48]2[cH:49][nH:50][c:51]3[cH:52][cH:53][cH:54][cH:55][c:56]23)[N:41]([C:39]([c:38]2[cH:37][c:36]([C:35]([F:34])([F:64])[F:65])[cH:59][c:58]([C:60]([F:61])([F:62])[F:63])[cH:57]2)=[O:40])[CH2:46][CH2:45]1)[CH3:10]. As a reaction SMILES: C(OC([N:8]1[C:12]2[N:13]=[CH:14][N:15]=[C:16]([N:17]3[CH2:24][C:21]4([CH2:23][CH2:22]4)[N:20]([S:25](=[O:36])(=[O:35])[NH:26][CH2:27][CH2:28][C:29]4[CH:34]=[CH:33][CH:32]=[CH:31][CH:30]=4)[CH2:19][CH2:18]3)[C:11]=2[CH:10]=[CH:9]1)=O)(C)(C)C.[C:37]([O-])([O-])=O.[K+].[K+].IC.C([O-])([O-])=O.[Na+].[Na+]>CN(C=O)C.CCOC(C)=O.CCCCCCC.O>[CH3:37][N:26]([CH2:27][CH2:28][C:29]1[CH:30]=[CH:31][CH:32]=[CH:33][CH:34]=1)[S:25]([N:20]1[CH2:19][CH2:18][N:17]([C:16]2[C:11]3[CH:10]=[CH:9][NH:8][C:12]=3[N:13]=[CH:14][N:15]=2)[CH2:24][C:21]21[CH2:22][CH2:23]2)(=[O:35])=[O:36] |f:1.2.3,5.6.7|. Reactants: C(=O)([O-])[O-].[Na+].[Na+] (Na2CO3), C(C)(C)(C)OC(=O)N1C=CC2=C1N=CN=C2N2CCN(C1(CC1)C2)S(NCCC2=CC=CC=C2)(=O)=O (4-(4-Phenethylsulfamoyl-4,7-diaza-spiro[2.5]oct-7-yl)-pyrrolo[2,3-d]pyrimidine-7-carboxylic acid tert-butyl ester), C(C)(C)(C)OC(=O)N1C=CC2=C1N=CN=C2N2CCN(C1(CC1)C2)S(NCCC2=CC=CC=C2)(=O)=O (4-(4-Phenethylsulfamoyl-4,7-diaza-spiro[2.5]oct-7-yl)-pyrrolo[2,3-d]pyrimidine-7-carboxylic acid tert-butyl ester), C(=O)([O-])[O-].[K+].[K+] (K2CO3), IC (iodomethane). Run in CCCCCCC (heptane), CCOC(=O)C (EtOAc), CN(C)C=O (DMF), O (H2O). Procedure details: 4-(4-Phenethylsulfamoyl-4,7-diaza-spiro[2.5]oct-7-yl)-pyrrolo[2,3-d]pyrimidine-7-carboxylic acid tert-butyl ester (intermediate 6) (0.78 mmol) was dissolved in dry DMF (5 mL) and added K2CO3 (1.56 mmol) and iodomethane (1.17 mmol). Stirred at rt for 3 h and then added H2O (20 mL). Extracted with EtOAc (3×20 mL) and the combined organic phases were concentrated in vacuo. Purified by flash chromatography on silica using EtOAc in heptane as eluent. The obtained compound was treated with TFA (2 mL) ... Product: CN(S(=O)(=O)N1C2(CC2)CN(CC1)C=1C2=C(N=CN1)NC=C2)CCC2=CC=CC=C2 (7-(7H-Pyrrolo[2,3-d]pyrimidin-4-yl)-4,7-diaza-spiro[2.5]octane-4-sulfonic acid methyl-phenethyl-amide). Reaction conditions: time 3 hour. Starting materials: C(C)(=O)O (acetic acid), C(C1=CC=CC=C1)(=O)O[C@@H]1[C@H](O[C@H]([C@@H]1OC(C1=CC=CC=C1)=O)COC(C1=CC=CC=C1)=O)N1C2=NC=NC(=C2N=C1)Cl (9-(2, 3, 5-Tri-O-benzoyl-β-L-ribofuranosyl)-6-chloropurine), SC(C)O (mercaptoethanol), C[O-].[Na+] (NaOMe). Run in CO (MeOH). Yields the product [C@H]1([C@@H](O)[C@@H](O)[C@@H](O1)CO)N1C=2N=CNC(C2N=C1)=O (9-β-L-Ribofuranosylhypoxanthine). The yield is 1359.3%. As a reaction SMILES: C([O:9][C@H:10]1[C@@H:14]([O:15]C(=O)C2C=CC=CC=2)[C@H:13]([CH2:24][O:25]C(=O)C2C=CC=CC=2)[O:12][C@@H:11]1[N:34]1[CH:42]=[N:41][C:40]2[C:35]1=[N:36][CH:37]=[N:38][C:39]=2Cl)(=O)C1C=CC=CC=1.SC([OH:47])C.C[O-].[Na+].C(O)(=O)C>CO>[C@H:11]1([N:34]2[CH:42]=[N:41][C:40]3[C:39](=[O:47])[NH:38][CH:37]=[N:36][C:35]2=3)[O:12][C@@H:13]([CH2:24][OH:25])[C@H:14]([OH:15])[C@@H:10]1[OH:9] |f:2.3|. Reported procedure: A mixture of 9 (1.05 g, 1.70 mmol), mercaptoethanol (0.48 ml, 6.9 mmol), and NaOMe in MeOH (100 ml) was refluxed for four hours. The reaction mixture was cooled, neutralized with glacial acetic acid and evaporated to dryness. The solid obtained was washed with CHCl3 and the residue was crystallized from EtOH to give pure 11 (6.198 g, 47%) as white crystals: m.p. 212°-213° C. (dec). The reactants are S1C(=CC=C1)C#N (thiophene-2-carbonitrile), C(C)(C)OB(OC(C)C)OC(C)C (tri-iso-propylborate), C[Si]([N-][Si](C)(C)C)(C)C.[K+] (potassium hexamethyldisilazide). The solvent is C1CCOC1 (THF). Conditions: time 1 hour. The product is C(#N)C1=CC=C(S1)B(O)O (5-cyanothiophen-2-ylboronic acid). Isolated yield 528.1%. RXN SMILES: [S:1]1[CH:5]=[CH:4][CH:3]=[C:2]1[C:6]#[N:7].C([O:11][B:12](OC(C)C)[O:13]C(C)C)(C)C.C[Si](C)(C)[N-][Si](C)(C)C.[K+]>C1COCC1>[C:6]([C:2]1[S:1][C:5]([B:12]([OH:13])[OH:11])=[CH:4][CH:3]=1)#[N:7] |f:2.3|. Procedure: To a solution of compound thiophene-2-carbonitrile (10 g, 9.16 mmol, 1.0 eq) and tri-iso-propylborate (23 mL, 100 mmol, 1.09 eq) in dry THF (300 mL) under nitrogen at −78° C., potassium hexamethyldisilazide (1 M in THF, 100 mL, 100 mmol, 1.09 eq) was added dropwise. After 1 h, the reaction was quenched with 1 N HCl (200 mL), stirred for 30 min and extracted with ethyl acetate. The combined organic layers were washed with water, dried (Na2SO4), filtered and evaporated and crystallized with petrol... Starting materials: Cc1[nH]c(C=O)c(C)c1CC(=O)O, O=C1Cc2c(cccc2C2CCNCC2)N1. Product: Cc1[nH]c(C=C2C(=O)Nc3cccc(C4CCNCC4)c32)c(C)c1CC(=O)O. RXN SMILES: [CH:17](=[O:18])[c:19]1[c:20]([CH3:29])[c:21]([CH2:25][C:26](=[O:27])[OH:28])[c:22]([CH3:24])[nH:23]1.[NH:1]1[CH2:2][CH2:3][CH:4]([c:7]2[c:8]3[c:12]([cH:13][cH:14][cH:15]2)[NH:11][C:10](=[O:16])[CH2:9]3)[CH2:5][CH2:6]1>>[NH:1]1[CH2:2][CH2:3][CH:4]([c:7]2[c:8]3[c:12]([cH:13][cH:14][cH:15]2)[NH:11][C:10](=[O:16])[C:9]3=[CH:17][c:19]2[c:20]([CH3:29])[c:21]([CH2:25][C:26](=[O:27])[OH:28])[c:22]([CH3:24])[nH:23]2)[CH2:5][CH2:6]1. Starting materials: ClCCl, OC(c1ccccc1)c1cccc(C(F)(F)F)c1, O=S(Cl)Cl. Product: FC(F)(F)c1cccc(C(Cl)c2ccccc2)c1. As a reaction SMILES: [Cl:23][CH2:24][Cl:25].[F:1][C:2]([c:3]1[cH:4][c:5]([CH:6]([c:7]2[cH:8][cH:9][cH:10][cH:11][cH:12]2)[OH:13])[cH:14][cH:15][cH:16]1)([F:17])[F:18].[S:19]([Cl:20])([Cl:21])=[O:22]>>[F:1][C:2]([c:3]1[cH:4][c:5]([CH:6]([c:7]2[cH:8][cH:9][cH:10][cH:11][cH:12]2)[Cl:21])[cH:14][cH:15][cH:16]1)([F:17])[F:18].